Dataset: the Open Reaction Database (ORD), a public repository of structured organic reaction records. Task: describe an organic reaction: reactants, conditions, products, and yield The reactants are [N+](=O)([O-])C=1C=C2C=NNC2=CC1 (5-nitro-1H-indazole), C1CC(=O)N(C1=O)I (NIS). The solvent is CCOC(=O)C (EtOAc), CN(C)C=O (DMF). Run at time 72 hour. Yields the product IC1=NNC2=CC=C(C=C12)[N+](=O)[O-] (3-iodo-5-nitro-1H-indazole). Isolated yield 96.0%. As a reaction SMILES: [N+:1]([C:4]1[CH:5]=[C:6]2[C:10](=[CH:11][CH:12]=1)[NH:9][N:8]=[CH:7]2)([O-:3])=[O:2].C1C(=O)N([I:20])C(=O)C1>CN(C=O)C.CCOC(C)=O>[I:20][C:7]1[C:6]2[C:10](=[CH:11][CH:12]=[C:4]([N+:1]([O-:3])=[O:2])[CH:5]=2)[NH:9][N:8]=1. Reported procedure: 5-nitro-1H-indazole (2 g, 12.26 mmol) was taken up in DMF (40 mL) and NIS (5.52 g, 24.52 mmol) was added. The reaction was stirred at room temperature for 72 h. The reaction mixture was diluted with EtOAc and washed with saturated sodium bisulfite solution, water, and then 2× with brine. The organic layer was dried over Na2SO4, filtered and concentrated to give 3-iodo-5-nitro-1H-indazole (3.4 g) as a yellow solid. Reactants: NC(=O)C1=CC(=C(C(=O)OCC)C=C1NC(CC)CC)Cl (ethyl 4-(aminocarbonyl)-2-chloro-5-(pentan-3-ylamino)benzoate), [OH-].[Na+] (sodium hydroxide). Solvent: CO (methanol). Run at time 4.5 hour. Yields the product NC(=O)C1=CC(=C(C(=O)O)C=C1NC(CC)CC)Cl (4-(aminocarbonyl)-2-chloro-5-(pentan-3-ylamino)benzoic acid). Yield: 65.0%. As a reaction SMILES: [NH2:1][C:2]([C:4]1[C:14]([NH:15][CH:16]([CH2:19][CH3:20])[CH2:17][CH3:18])=[CH:13][C:7]([C:8]([O:10]CC)=[O:9])=[C:6]([Cl:21])[CH:5]=1)=[O:3].[OH-].[Na+]>CO>[NH2:1][C:2]([C:4]1[C:14]([NH:15][CH:16]([CH2:19][CH3:20])[CH2:17][CH3:18])=[CH:13][C:7]([C:8]([OH:10])=[O:9])=[C:6]([Cl:21])[CH:5]=1)=[O:3] |f:1.2|. Procedure details: To a solution of ethyl 4-(aminocarbonyl)-2-chloro-5-(pentan-3-ylamino)benzoate (126.5 mg, 0.40 mmol) in methanol (2 mL) was added 2 N aqueous sodium hydroxide (400 uL, 0.80 mmol). The mixture was stirred 4.5 h at room temperature. After acidification with 1 N hydrochloric acid (800 uL), the volatile solvent were removed. An insoluble solid material was then isolated from the aqueous residue by filtration. The solid was dried to give 4-(aminocarbonyl)-2-chloro-5-(pentan-3-ylamino)benzoic acid (73... Reactants: COC(=O)[C@H](CC=1C=CC=CC1)NC(=O)[C@H](CC(=O)O)N (Aspartame), C(C)(C)(C)CC(=O)O (tertbutylacetic acid), CC(CC=O)(C)C (3,3-Dimethylbutyraldehyde). Yields the product CC(C)(C)CCN[C@@H](CC(=O)O)C(=O)N[C@@H](CC1=CC=CC=C1)C(=O)OC (neotame). The yield is 53.6%. The solvent is CO (methanol). Reaction conditions: time 12 hour. Procedure: Aspartame (11.76 g), tertbutylacetic acid (4.64 g) and methanol (100 ml) were charged to a hydrogenation vessel. 3,3-Dimethylbutyraldehyde (4.0 g) was added. The vessel was pressure purged with nitrogen (4×), and 0.48 g of 4% palladium on carbon (containing 50% water) was added. After pressure purging the reactor with nitrogen (4×), followed by hydrogen (4×), the mixture was hydrogenated at 50 psig for 12 hours at room temperature. After completion of the reaction, the vessel was pressure purged... As a reaction SMILES: [CH3:1][O:2][C:3]([C@@H:5]([NH:13][C:14]([C@@H:16]([NH2:21])[CH2:17][C:18]([OH:20])=[O:19])=[O:15])[CH2:6][C:7]1[CH:8]=[CH:9][CH:10]=[CH:11][CH:12]=1)=[O:4].[C:22]([CH2:26][C:27](O)=O)([CH3:25])([CH3:24])[CH3:23].CC(C)(C)CC=O>CO>[CH3:23][C:22]([CH2:26][CH2:27][NH:21][C@H:16]([C:14]([NH:13][C@H:5]([C:3]([O:2][CH3:1])=[O:4])[CH2:6][C:7]1[CH:12]=[CH:11][CH:10]=[CH:9][CH:8]=1)=[O:15])[CH2:17][C:18]([OH:20])=[O:19])([CH3:25])[CH3:24]. Starting materials: Cl.C[Si](CCOC(=O)N1CCC(CC1)C1=CC(=CC=C1)CN)(C)C (4-(3-aminomethyl-phenyl)-piperidine-1-carboxylic acid 2-trimethylsilanyl-ethyl ester hydrochloride), CN(C)C1=NC=CC=C1 (dimethylaminopyridine), C(C)(C)N(CC)C(C)C (diisopropylethyl-amine), peptide, C(OC1=CC=C(C=C1)[N+](=O)[O-])([O-])=O (p-Nitrophenyl carbonate), resin, peptide. Solvent: CN(C=O)C (dimethylformamide), CN(C=O)C (dimethylformamide). Conditions: time 15 minute. Product: C(N)(OCC1=CC(=CC=C1)C1CCNCC1)=O ((3-piperidin-4-yl-benzyl) carbamate), resin. As a reaction SMILES: C(=O)([O-])O[C:3]1[CH:8]=[CH:7][C:6]([N+]([O-])=O)=[CH:5][CH:4]=1.Cl.C[Si](C)(C)C[CH2:18][O:19][C:20]([N:22]1CCC(C2C=CC=C(CN)C=2)CC1)=[O:21].CN([C:41]1[CH:46]=[CH:45][CH:44]=[CH:43][N:42]=1)C.C(N(C(C)C)CC)(C)C>CN(C)C=O>[C:20](=[O:21])([O:19][CH2:18][C:3]1[CH:4]=[CH:5][CH:6]=[C:7]([CH:45]2[CH2:46][CH2:41][NH:42][CH2:43][CH2:44]2)[CH:8]=1)[NH2:22] |f:1.2|. Reported procedure: p-Nitrophenyl carbonate Wang resin (11.00 g, 15 mmol) and anhydrous dimethylformamide (100 ml) were placed in a peptide synthesis vessel and the resin was allowed to swell for 15 minutes. This was then treated with 4-(3-aminomethyl-phenyl)-piperidine-1-carboxylic acid 2-trimethylsilanyl-ethyl ester hydrochloride (7.50 g, 21 mmol) in 50 ml dimethylformamide, dimethylaminopyridine (0.72, 6 mmol) and diisopropylethyl-amine. The peptide vessel was shaken at room temperature for 24 hours, then washed... Reactants: N(=C=O)C1=C(C=C(C(=C1)OC)OC)C(C)C (1-Isocyanato-2-isopropyl-4,5-dimethoxy-benzene), FC1=CC=C(C=C1)[C@H]1NC=CC(C1)=O ((S)-2-(4-fluoro-phenyl)-2,3-dihydro-1H-pyridin-4-one). Yields the product C(C)(C)C1=C(C=C(C(=C1)OC)OC)NC(=O)N1[C@@H](CC(C=C1)=O)C1=CC=C(C=C1)F ((S)-2-(4-fluoro-phenyl)-4-oxo-3,4-dihydro-2H-pyridine-1-carboxylic acid (2-isopropyl-4,5-dimethoxy-phenyl)-amide). Reaction SMILES: [N:1]([C:4]1[CH:9]=[C:8]([O:10][CH3:11])[C:7]([O:12][CH3:13])=[CH:6][C:5]=1[CH:14]([CH3:16])[CH3:15])=[C:2]=[O:3].[F:17][C:18]1[CH:23]=[CH:22][C:21]([C@@H:24]2[CH2:29][C:28](=[O:30])[CH:27]=[CH:26][NH:25]2)=[CH:20][CH:19]=1>>[CH:14]([C:5]1[CH:6]=[C:7]([O:12][CH3:13])[C:8]([O:10][CH3:11])=[CH:9][C:4]=1[NH:1][C:2]([N:25]1[CH:26]=[CH:27][C:28](=[O:30])[CH2:29][C@H:24]1[C:21]1[CH:22]=[CH:23][C:18]([F:17])=[CH:19][CH:20]=1)=[O:3])([CH3:16])[CH3:15]. Procedure details: 1-Isocyanato-2-isopropyl-4,5-dimethoxy-benzene was reacted with (S)-2-(4-fluoro-phenyl)-2,3-dihydro-1H-pyridin-4-one following the procedure of step 3 of Example 1. Reactants: ClC=1C=C(C=O)C=C(C1O)OC (3-chloro-4-hydroxy-5-methoxybenzaldehyde), C(=O)([O-])[O-].[Cs+].[Cs+] (Cs2CO3), C(C1=CC=CC=C1)Cl (benzyl chloride). Solvent: CN(C)C=O (DMF). Yields the product ClC=1C=C(C=O)C=C(C1OCC1=CC=CC=C1)OC (3-Chloro-5-(methyloxy)-4-[(phenylmethyl)oxy]benzaldehyde). Isolated yield 71.2%. RXN SMILES: [Cl:1][C:2]1[CH:3]=[C:4]([CH:7]=[C:8]([O:11][CH3:12])[C:9]=1[OH:10])[CH:5]=[O:6].C([O-])([O-])=O.[Cs+].[Cs+].[CH2:19](Cl)[C:20]1[CH:25]=[CH:24][CH:23]=[CH:22][CH:21]=1>CN(C=O)C>[Cl:1][C:2]1[CH:3]=[C:4]([CH:7]=[C:8]([O:11][CH3:12])[C:9]=1[O:10][CH2:19][C:20]1[CH:25]=[CH:24][CH:23]=[CH:22][CH:21]=1)[CH:5]=[O:6] |f:1.2.3|. Procedure: To a stirring solution of 3-chloro-4-hydroxy-5-methoxybenzaldehyde (599 mg, 3.21 mmol) in DMF (5 mL) under nitrogen was added Cs2CO3 (1.10 g, 3.38 mmol) followed by benzyl chloride (0.40 mL, 3.48 mmol) and the mixture heated at reflux for 1 h. After allowing the mixture to cool to ambient temperature the reaction was quenched by the addition of aqueous NaOH (2N, 30 mL) and the mixture concentrated under vacuum. The residue was then partitioned between NaOH (2N, 30 mL) and EtOAc (50 mL) and the l... Starting materials: CC(C(=O)O)(CC(=O)O)CC (2-methyl-2-ethylsuccinic acid), [N+](=O)([O-])C=1C=C(N)C=CC1 (m-nitro aniline), C1(=CC=C(C=C1)S(=O)(=O)O)C (p-toluene sulfonic acid). Solvent: C=1(C(=CC=CC1)C)C (xylene). The product is [N+](=O)([O-])C=1C=C(C=CC1)N1C(C(CC1=O)(CC)C)=O (N-m-NITROPHENYL-2-METHYL-2-ETHYLSUCCINIMIDE). RXN SMILES: [CH3:1][C:2]([CH2:10][CH3:11])([CH2:6][C:7]([OH:9])=O)[C:3]([OH:5])=O.[N+:12]([C:15]1[CH:16]=[C:17]([CH:19]=[CH:20][CH:21]=1)[NH2:18])([O-:14])=[O:13].C1(C)C=CC(S(O)(=O)=O)=CC=1>C1(C)C(C)=CC=CC=1>[N+:12]([C:15]1[CH:16]=[C:17]([N:18]2[C:7](=[O:9])[CH2:6][C:2]([CH3:1])([CH2:10][CH3:11])[C:3]2=[O:5])[CH:19]=[CH:20][CH:21]=1)([O-:14])=[O:13]. Procedure: Sixty-four g. of 2-methyl-2-ethylsuccinic acid was combined with 55.2 g. of m-nitro aniline in 250 ml. of xylene. One-half g. of p-toluene sulfonic acid was added and the mixture heated to reflux under a modified Dean Stark apparatus. After 15-16 ml. of water was removed, the mixture was cooled and the product recovered by filtration. Yield was 78 g. of a product having a m.p. of 88°-89° C. The product was identified as the title compound by analysis of infrared spectra.